Task: describe an organic reaction: reactants, conditions, products, and yield. Dataset: the Open Reaction Database (ORD), a public repository of structured organic reaction records Starting materials: ClCCCl (1,2-dichloroethane), C(C)C(C(=O)[O-])C(=O)[O-].[K+].[K+] (potassium ethylmalonate), C(C1=CC=CC=C1)#N (benzonitrile). The reagents and catalysts are [Cu](Cl)Cl (copper chloride). Run at temperature 90 celsius. The product is C(C1=CC=CC=C1)(=O)CC(=O)OCC (Ethyl Benzoylacetate). The yield is 68.0%. RXN SMILES: Cl[CH2:2][CH2:3]Cl.C([CH:7]([C:11]([O-:13])=O)[C:8]([O-:10])=[O:9])C.[K+].[K+].C(#N)[C:17]1[CH:22]=[CH:21][CH:20]=[CH:19][CH:18]=1>[Cu](Cl)Cl>[C:11]([CH2:7][C:8]([O:10][CH2:2][CH3:3])=[O:9])(=[O:13])[C:17]1[CH:22]=[CH:21][CH:20]=[CH:19][CH:18]=1 |f:1.2.3|. Procedure details: To 100 □ of 1,2-dichloroethane were added 5.5 □ of benzonitrile, 3.6 g of copper chloride and 11 g of potassium ethylmalonate, and then the mixture was stirred at reflux. After the reaction was completed, 100 □ of 6 N hydrochloric was added to the mixture, which then was stirred at reflux at 90° C. for 1 hour. After confirming completion of the reaction by TLC, the solution was cooled to 20° C., and then an organic layer was separated therefrom. The organic layer was concentrated through distill... The reactants are CC(C)(C)OC(=O)NC(CNc1ccccc1[N+](=O)[O-])C(=O)O, CO. Product: CC(C)(C)OC(=O)NC(CNc1ccccc1N)C(=O)O. As a reaction SMILES: [C:1]([CH3:2])([CH3:3])([CH3:4])[O:5][C:6](=[O:7])[NH:8][CH:9]([C:10](=[O:11])[OH:12])[CH2:13][NH:14][c:15]1[c:16]([N+:21]([O-:22])=[O:23])[cH:17][cH:18][cH:19][cH:20]1.[CH3:24][OH:25]>>[C:1]([CH3:2])([CH3:3])([CH3:4])[O:5][C:6](=[O:7])[NH:8][CH:9]([C:10](=[O:11])[OH:12])[CH2:13][NH:14][c:15]1[c:16]([NH2:21])[cH:17][cH:18][cH:19][cH:20]1.